From a dataset of the Open Reaction Database (ORD), a public repository of structured organic reaction records. describe an organic reaction: reactants, conditions, products, and yield Starting materials: potassium tert.-butylate, C1(=CC=CC=C1)C (toluene), ClC1=CC=C(C=C1)CCC(C(CCC)(C)C)=O (1-(4-chlorophenyl)-4,4-dimethyl-3-heptanone), C1(=CC=CC=C1)C (toluene). The reagents and catalysts are [Br-].C[P+](C1=CC=CC=C1)(C1=CC=CC=C1)C1=CC=CC=C1 (methyl-triphenylphosphonium bromide). Product: ClC1=CC=C(C=C1)CCC(=C)C(CCC)(C)C (2-(4-chlorophenylethyl)-3,3-dimethyl-1-hexene). The yield is 91.8%. As a reaction SMILES: [Cl:1][C:2]1[CH:7]=[CH:6][C:5]([CH2:8][CH2:9][C:10](=O)[C:11]([CH3:16])([CH3:15])[CH2:12][CH2:13][CH3:14])=[CH:4][CH:3]=1.[C:18]1(C)C=CC=CC=1>[Br-].C[P+](C1C=CC=CC=1)(C1C=CC=CC=1)C1C=CC=CC=1>[Cl:1][C:2]1[CH:7]=[CH:6][C:5]([CH2:8][CH2:9][C:10]([C:11]([CH3:16])([CH3:15])[CH2:12][CH2:13][CH3:14])=[CH2:18])=[CH:4][CH:3]=1 |f:2.3|. Procedure: A suspension of 47.4 g (0.133 mol) of methyl-triphenylphosphonium bromide and 15.3 g (0.137 mol) of potassium tert.-butylate in 250 ml of absolute toluene is heated under reflux for 30 minutes under dry nitrogen. 25.3 g (0.1 mol) of 1-(4-chlorophenyl)-4,4-dimethyl-3-heptanone, dissolved in 10 ml of absolute toluene, are then added dropwise during the course of 5 minutes. The reaction mixture is heated under reflux for a further 15 hours, then cooled to room temperature, washed twice with water a... Reactants: C(C)(C)(C)OC(=O)C1=CC(=C(C=C1)C=1C(=NN(C1CCCC)C1=CC=CC=C1)C(=O)OCC)C(=O)N1CC2=CC=CC=C2CC1 (ethyl 4-(4-(tert-butoxycarbonyl)-2-(1,2,3,4-tetrahydroisoquinoline-2-carbonyl)phenyl)-5-butyl-1-phenyl-1H-pyrazole-3-carboxylate), C(=O)(C(F)(F)F)O (TFA). Solvent: C(Cl)Cl (DCM). Run at time 1 hour. The product is C(CCC)C1=C(C(=NN1C1=CC=CC=C1)C(=O)OCC)C1=C(C=C(C(=O)O)C=C1)C(=O)N1CC2=CC=CC=C2CC1 (4-(5-Butyl-3-(ethoxycarbonyl)-1-phenyl-1H-pyrazol-4-yl)-3-(1,2,3,4-tetrahydroisoquinoline-2-carbonyl)benzoic acid). As a reaction SMILES: C([O:5][C:6]([C:8]1[CH:13]=[CH:12][C:11]([C:14]2[C:15]([C:29]([O:31][CH2:32][CH3:33])=[O:30])=[N:16][N:17]([C:23]3[CH:28]=[CH:27][CH:26]=[CH:25][CH:24]=3)[C:18]=2[CH2:19][CH2:20][CH2:21][CH3:22])=[C:10]([C:34]([N:36]2[CH2:45][CH2:44][C:43]3[C:38](=[CH:39][CH:40]=[CH:41][CH:42]=3)[CH2:37]2)=[O:35])[CH:9]=1)=[O:7])(C)(C)C.C(O)(C(F)(F)F)=O>C(Cl)Cl>[CH2:19]([C:18]1[N:17]([C:23]2[CH:24]=[CH:25][CH:26]=[CH:27][CH:28]=2)[N:16]=[C:15]([C:29]([O:31][CH2:32][CH3:33])=[O:30])[C:14]=1[C:11]1[CH:12]=[CH:13][C:8]([C:6]([OH:7])=[O:5])=[CH:9][C:10]=1[C:34]([N:36]1[CH2:45][CH2:44][C:43]2[C:38](=[CH:39][CH:40]=[CH:41][CH:42]=2)[CH2:37]1)=[O:35])[CH2:20][CH2:21][CH3:22]. Reported procedure: To a solution of ethyl 4-(4-(tert-butoxycarbonyl)-2-(1,2,3,4-tetrahydroisoquinoline-2-carbonyl)phenyl)-5-butyl-1-phenyl-1H-pyrazole-3-carboxylate (33 mg, 0.054 mmol) in DCM (2.0 mL) was added TFA (1.0 mL). After stirring at room temperature for 1 h, the reaction mixture was concentrated in vacuo. The residue was used directly in the next step without further purification. MS(ESI+) m/z 552.3 (M+H)+. Starting materials: C1=C(C=CC2=CC=CC=C12)NC([C@@H](N(C)C([C@@H](NC(=O)OC(C)(C)C)CC(C)C)=O)CCCNC(=O)OC(C)(C)C)=O (N-Boc-leucyl-Nδ-Boc-Nα-methylornithine 2-naphthylamide), C(=O)(C(F)(F)F)O (TFA). Yields the product FC(C(=O)O)(F)F.C1=C(C=CC2=CC=CC=C12)NC([C@@H](N(C)C([C@@H](N)CC(C)C)=O)CCCN)=O (Leucyl-Nα-Methylornithine 2-Naphthylamide Trifluoroacetate). As a reaction SMILES: [CH:1]1[C:10]2[C:5](=[CH:6][CH:7]=[CH:8][CH:9]=2)[CH:4]=[CH:3][C:2]=1[NH:11][C:12](=[O:42])[C@H:13]([CH2:31][CH2:32][CH2:33][NH:34]C(OC(C)(C)C)=O)[N:14]([C:16](=[O:30])[C@H:17]([CH2:26][CH:27]([CH3:29])[CH3:28])[NH:18]C(OC(C)(C)C)=O)[CH3:15].[C:43]([OH:49])([C:45]([F:48])([F:47])[F:46])=[O:44]>>[F:46][C:45]([F:48])([F:47])[C:43]([OH:49])=[O:44].[CH:1]1[C:10]2[C:5](=[CH:6][CH:7]=[CH:8][CH:9]=2)[CH:4]=[CH:3][C:2]=1[NH:11][C:12](=[O:42])[C@H:13]([CH2:31][CH2:32][CH2:33][NH2:34])[N:14]([C:16](=[O:30])[C@H:17]([CH2:26][CH:27]([CH3:29])[CH3:28])[NH2:18])[CH3:15] |f:2.3|. Procedure details: N-Boc-leucyl-Nδ-Boc-Nα-methylornithine 2-naphthylamide was treated with TFA at 25° C. for 30 min. The solution was concentrated in vacuo and the residue purified by reverse phase HPLC (Amberchrome—CH3CN/0.1% TFA—H2O). The desired fraction was lyophilized to give titled product: 1H NMR (400 MHz, D2O) δ1.0-1.1 (m, 6H), 1.7-1.9 (m, 5H), 2.0-2.2 (m, 2H), 3.1-3.3 (m, 5H), 4.6-4.7 (m, 1H), 5.1-5.2 (m, 1H), 7.5-7.7 (m, 3H), and 7.9-8.1 (m, 4H); mass spectrum, m/e 384 (M+), 271, 241, 194, and 129. The reactants are [NH2-].[Na+] (sodium amide), O (water), 58, C1(=CC=CC=C1)CC#N (α-phenylacetonitrile), ClCCN(C(C)C)C(C)C (2-chloro-N,N-diisopropylethylamine). The solvent is C1(=CC=CC=C1)C (toluene), C1(=CC=CC=C1)C (toluene). Reaction conditions: temperature 80 celsius. The product is C(C)(C)N(CCC(C#N)C1=CC=CC=C1)C(C)C (α-[2-(diisopropylamino)ethyl]-α-phenylacetonitrile). RXN SMILES: [C:1]1([CH2:7][C:8]#[N:9])[CH:6]=[CH:5][CH:4]=[CH:3][CH:2]=1.Cl[CH2:11][CH2:12][N:13]([CH:17]([CH3:19])[CH3:18])[CH:14]([CH3:16])[CH3:15].[NH2-].[Na+].O>C1(C)C=CC=CC=1>[CH:14]([N:13]([CH:17]([CH3:19])[CH3:18])[CH2:12][CH2:11][CH:7]([C:1]1[CH:6]=[CH:5][CH:4]=[CH:3][CH:2]=1)[C:8]#[N:9])([CH3:16])[CH3:15] |f:2.3|. Reported procedure: To a solution of 58 parts of α-phenylacetonitrile in 300 parts by volume of toluene is added 83 parts of 2-chloro-N,N-diisopropylethylamine dissolved in 300 parts by volume of toluene. The mixture is heated with stirring to about 80° C. and then 22 parts of sodium amide is added slowly over a period of 30 minutes. The mixture is heated at 80° C. for another 30 minutes and then cooled to room temperature. 500 Parts by volume of water is then added to the mixture and the organic layer is separated...